From a dataset of the Open Reaction Database (ORD), a public repository of structured organic reaction records. describe an organic reaction: reactants, conditions, products, and yield Reaction conditions: time 3 hour. Starting materials: S(=O)(Cl)Cl (thionyl chloride), N1=CC=CC=C1 (pyridine), OCC=1C=CC2=C(OCC3=C(C2=CC(=O)OCC)C=CC=C3)C1 (Ethyl (3-hydroxymethyl-6,11-dihydrodibenz[b,e]oxepin-11-yliden)acetate). Procedure details: Compound 1-b (6.58 g) was dissolved in 200 ml of dichloromethane, and 6.2 ml of thionyl chloride and 6.9 ml of pyridine were added to the solution. The mixture was stirred at room temperature for 3 hours and then concentrated under reduced pressure. The obtained product was unstable and immediately subjected to the subsequent reaction without purification. Run in ClCCl (dichloromethane). Reaction SMILES: O[CH2:2][C:3]1[CH:4]=[CH:5][C:6]2[C:12](=[CH:13][C:14]([O:16][CH2:17][CH3:18])=[O:15])[C:11]3[CH:19]=[CH:20][CH:21]=[CH:22][C:10]=3[CH2:9][O:8][C:7]=2[CH:23]=1.S(Cl)([Cl:26])=O.N1C=CC=CC=1>ClCCl>[Cl:26][CH2:2][C:3]1[CH:4]=[CH:5][C:6]2[C:12](=[CH:13][C:14]([O:16][CH2:17][CH3:18])=[O:15])[C:11]3[CH:19]=[CH:20][CH:21]=[CH:22][C:10]=3[CH2:9][O:8][C:7]=2[CH:23]=1. The product is ClCC=1C=CC2=C(OCC3=C(C2=CC(=O)OCC)C=CC=C3)C1 (Ethyl (3-chloromethyl-6,11-dihydrodibenz[b,e]oxepin-11-yliden)acetate).